From a dataset of the Open Reaction Database (ORD), a public repository of structured organic reaction records. describe an organic reaction: reactants, conditions, products, and yield Reactants: O=C([O-])O, Cc1ccc2nc(CCl)nc(Cl)c2c1, NN, [Na+], C1CCOC1, O, O. Yields the product Cc1ccc2nc(CCl)nc(NN)c2c1. Reaction SMILES: [C:18](=[O:19])([O-:20])[OH:21].[Cl:1][c:2]1[n:3][c:4]([CH2:13][Cl:14])[n:5][c:6]2[cH:7][cH:8][c:9]([CH3:12])[cH:10][c:11]12.[NH2:16][NH2:17].[Na+:22].[O:23]1[CH2:24][CH2:25][CH2:26][CH2:27]1.[OH2:15].[OH2:28]>>[c:2]1([NH:16][NH2:17])[n:3][c:4]([CH2:13][Cl:14])[n:5][c:6]2[cH:7][cH:8][c:9]([CH3:12])[cH:10][c:11]12.